From a dataset of the Open Reaction Database (ORD), a public repository of structured organic reaction records. describe an organic reaction: reactants, conditions, products, and yield The reactants are O=C(n1ccnc1)n1ccnc1, Cc1cnc(CN(Cc2ncccc2C(C)C)C2CCNCC2)c(C)c1, CCN(C(C)C)C(C)C, Nc1ncc[nH]1, CN(C)C=O, O=S(=O)(O)O. The product is Cc1cnc(CN(Cc2ncccc2C(C)C)C2CCN(C(=O)Nc3ncc[nH]3)CC2)c(C)c1. Reaction SMILES: [C:1](=[O:2])([n:3]1[cH:4][cH:5][n:6][cH:7]1)[n:8]1[cH:9][cH:10][n:11][cH:12]1.[CH3:33][c:34]1[c:35]([CH2:41][N:42]([CH:43]2[CH2:44][CH2:45][NH:46][CH2:47][CH2:48]2)[CH2:49][c:50]2[n:51][cH:52][cH:53][cH:54][c:55]2[CH:56]([CH3:57])[CH3:58])[n:36][cH:37][c:38]([CH3:40])[cH:39]1.[CH:24]([N:25]([CH2:26][CH3:27])[CH:28]([CH3:29])[CH3:30])([CH3:31])[CH3:32].[NH2:18][c:19]1[nH:20][cH:21][cH:22][n:23]1.[O:59]=[CH:60][N:61]([CH3:62])[CH3:63].[S:13]([OH:14])([OH:15])(=[O:16])=[O:17]>>[C:1](=[O:2])([NH:18][c:19]1[nH:20][cH:21][cH:22][n:23]1)[N:46]1[CH2:45][CH2:44][CH:43]([N:42]([CH2:41][c:35]2[c:34]([CH3:33])[cH:39][c:38]([CH3:40])[cH:37][n:36]2)[CH2:49][c:50]2[n:51][cH:52][cH:53][cH:54][c:55]2[CH:56]([CH3:57])[CH3:58])[CH2:48][CH2:47]1. The reactants are O=C([O-])O, CCN(C(C)C)C(C)C, Cn1ncc(N)c1N, [Na+], CC(C)(C)OC(=O)NCC(=O)ON1C(=O)CCC1=O, C1CCOC1, O=S(=O)(O)O. Yields the product Cn1ncc(NC(=O)CNC(=O)OC(C)(C)C)c1N. Reaction SMILES: [C:42](=[O:43])([O-:44])[OH:45].[CH:33]([N:34]([CH:35]([CH3:36])[CH3:37])[CH2:38][CH3:39])([CH3:40])[CH3:41].[NH2:6][c:7]1[cH:8][n:9][n:10]([CH3:13])[c:11]1[NH2:12].[Na+:46].[O:14]=[C:15]1[CH2:16][CH2:17][C:18](=[O:19])[N:20]1[O:21][C:22]([CH2:23][NH:24][C:25]([O:26][C:27]([CH3:28])([CH3:29])[CH3:30])=[O:31])=[O:32].[O:47]1[CH2:48][CH2:49][CH2:50][CH2:51]1.[S:1](=[O:2])(=[O:3])([OH:4])[OH:5]>>[NH:6]([c:7]1[cH:8][n:9][n:10]([CH3:13])[c:11]1[NH2:12])[C:22](=[O:21])[CH2:23][NH:24][C:25]([O:26][C:27]([CH3:28])([CH3:29])[CH3:30])=[O:31]. RXN SMILES: [C:1](#[N:2])[CH2:3][c:4]1[s:5][cH:6][c:7](-[c:9]2[c:10]([F:16])[cH:11][cH:12][cH:13][c:14]2[F:15])[n:8]1.[CH3:17][O:18][C:19](=[O:20])[O:21][CH3:22].[CH3:23][c:24]1[cH:25][cH:26][cH:27][cH:28][cH:29]1.[CH3:30][O-:31].[Na+:32].[OH2:33]>>[C:1](#[N:2])[CH:3]([c:4]1[s:5][cH:6][c:7](-[c:9]2[c:10]([F:16])[cH:11][cH:12][cH:13][c:14]2[F:15])[n:8]1)[C:19]([O:18][CH3:17])=[O:20]. The product is COC(=O)C(C#N)c1nc(-c2c(F)cccc2F)cs1. Reactants: N#CCc1nc(-c2c(F)cccc2F)cs1, COC(=O)OC, Cc1ccccc1, C[O-], [Na+], O. Reactants: [OH-].[Na+] (sodium hydroxide), 10.8, Br.Br.N1(CCNCC1)C1=CC=C(C=C1)O (4-(1-piperazinyl)phenol dihydrobromide), N(=C=S)CC(OC)OC (2-isothiocyanato-1,1-dimethoxyethane). Run in CO (methanol). The product is COC(CNC(=S)N1CCN(CC1)C1=CC=C(C=C1)O)OC (N-(2,2-dimethoxyethyl)-4-(4-hydroxyphenyl)-1-piperazinecarbothioamide). RXN SMILES: Br.Br.[N:3]1([C:9]2[CH:14]=[CH:13][C:12]([OH:15])=[CH:11][CH:10]=2)[CH2:8][CH2:7][NH:6][CH2:5][CH2:4]1.[N:16]([CH2:19][CH:20]([O:23][CH3:24])[O:21][CH3:22])=[C:17]=[S:18].[OH-].[Na+]>CO>[CH3:22][O:21][CH:20]([O:23][CH3:24])[CH2:19][NH:16][C:17]([N:6]1[CH2:5][CH2:4][N:3]([C:9]2[CH:10]=[CH:11][C:12]([OH:15])=[CH:13][CH:14]=2)[CH2:8][CH2:7]1)=[S:18] |f:0.1.2,4.5|. Reported procedure: A mixture of 10.8 parts of 4-(1-piperazinyl)phenol dihydrobromide, 2.6 parts of 2-isothiocyanato-1,1-dimethoxyethane and 54 parts of methanol is stirred and refluxed for 30 minutes. Then there are added 4.7 parts of sodium hydroxide and the whole is stirred overnight at room temperature. The precipitated product is filtered off and crystallized from 4-methyl-2-pentanone, yielding 4.9 parts of N-(2,2-dimethoxyethyl)-4-(4-hydroxyphenyl)-1-piperazinecarbothioamide; mp. 161.4° C. Reactants: NCCN1CCOCC1 (4-(2-Aminoethyl)morpholine), Cl.CN(CCCN=C=NCC)C (1-(3-dimethylaminopropyl)-3-ethylcarbodiimide hydrochloride), ON1N=NC2=C1C=CC=C2 (1-hydroxybenzotriazole), FC1=C2C(C(=CN(C2=C(C=C1)OCCC)CC(=O)O)C1=CC=C(C=C1)O)=O ([5-fluoro-3-(4-hydroxyphenyl)-4-oxo-8-propoxy-4H-quinolin-1-yl]acetic acid). The solvent is CN(C)C=O (DMF), C(C)N(CC)CC (triethylamine), O (Water). Run at time 23 hour. The product is FC1=C2C(C(=CN(C2=C(C=C1)OCCC)CC(=O)NCCN1CCOCC1)C1=CC=C(C=C1)O)=O (2-[5-fluoro-3-(4-hydroxyphenyl)-4-oxo-8-propoxy-4H-quinolin-1-yl]-N-(2-morpholin-4-ylethyl)acetamide). The yield is 24.2%. Reaction SMILES: [NH2:1][CH2:2][CH2:3][N:4]1[CH2:9][CH2:8][O:7][CH2:6][CH2:5]1.Cl.CN(C)CCCN=C=NCC.ON1C2C=CC=CC=2N=N1.[F:32][C:33]1[CH:42]=[CH:41][C:40]([O:43][CH2:44][CH2:45][CH3:46])=[C:39]2[C:34]=1[C:35](=[O:58])[C:36]([C:51]1[CH:56]=[CH:55][C:54]([OH:57])=[CH:53][CH:52]=1)=[CH:37][N:38]2[CH2:47][C:48](O)=[O:49]>C(N(CC)CC)C.O.CN(C=O)C>[F:32][C:33]1[CH:42]=[CH:41][C:40]([O:43][CH2:44][CH2:45][CH3:46])=[C:39]2[C:34]=1[C:35](=[O:58])[C:36]([C:51]1[CH:52]=[CH:53][C:54]([OH:57])=[CH:55][CH:56]=1)=[CH:37][N:38]2[CH2:47][C:48]([NH:1][CH2:2][CH2:3][N:4]1[CH2:9][CH2:8][O:7][CH2:6][CH2:5]1)=[O:49] |f:1.2|. Reported procedure: 4-(2-Aminoethyl)morpholine (184 mg, 1.41 mmol), 1-(3-dimethylaminopropyl)-3-ethylcarbodiimide hydrochloride (WSC, 295 mg, 1.54 mmol) and 1-hydroxybenzotriazole (HOBT, 215 mg, 1.41 mmol) were added to a DMF solution (7 ml) of [5-fluoro-3-(4-hydroxyphenyl)-4-oxo-8-propoxy-4H-quinolin-1-yl]acetic acid (500 mg, 1.34 mmol) and then the mixture was stirred at room temperature for 23 hours. Water and triethylamine were added to the reaction mixture to make the reaction mixture basic, followed by extrac... The reactants are [Na] (sodium), O1CC1CC (1,2-epoxybutane), S(O)(O)(=O)=O (sulfuric acid), C(C1=CC=CC=C1)O (benzyl alcohol), [Na] (sodium). The solvent is O (water). Yields the product C(C1=CC=CC=C1)OCC(CC)O (1-Benzyloxy-2-butanol). Yield: 90.0%. RXN SMILES: [Na].[CH2:2]([OH:9])[C:3]1[CH:8]=[CH:7][CH:6]=[CH:5][CH:4]=1.[O:10]1[CH:12]([CH2:13][CH3:14])[CH2:11]1.S(=O)(=O)(O)O>O>[CH2:2]([O:9][CH2:11][CH:12]([OH:10])[CH2:13][CH3:14])[C:3]1[CH:8]=[CH:7][CH:6]=[CH:5][CH:4]=1 |^1:0|. Procedure: 15.4 Grams (0.67 mole) of sodium are poured into a flask containing 3.500 g. (35.2 mole) of benzyl alcohol under nitrogen atmosphere. After the sodium is dissolved, the temperature is brought to 160°C, then 481 g. (6.7 mole) of 1,2-epoxybutane are added dropwise. The temperature is kept at 160°C during the approximately 2 hours addition period. The temperature is subsequently lowered to 120°C and the excess of the starting 1,2-epoxybutane is distilled off; then 33.8 g (0.335 mole) of concentrate... The reactants are [BH3-]C#N, CC(=O)O, CO, CC(C)c1ccc(C=O)cc1, NCc1ccc(Cl)cc1, [Na+], O. The product is CC(C)c1ccc(CNCc2ccc(Cl)cc2)cc1. RXN SMILES: [C:25]([BH3-:26])#[N:27].[CH3:21][C:22](=[O:23])[OH:24].[CH3:29][OH:30].[CH:10]([CH3:11])([CH3:12])[c:13]1[cH:14][cH:15][c:16]([CH:17]=[O:18])[cH:19][cH:20]1.[Cl:1][c:2]1[cH:3][cH:4][c:5]([CH2:6][NH2:7])[cH:8][cH:9]1.[Na+:28].[OH2:31]>>[Cl:1][c:2]1[cH:3][cH:4][c:5]([CH2:6][NH:7][CH2:17][c:16]2[cH:15][cH:14][c:13]([CH:10]([CH3:11])[CH3:12])[cH:20][cH:19]2)[cH:8][cH:9]1.